The task is: describe an organic reaction: reactants, conditions, products, and yield. This data is from the Open Reaction Database (ORD), a public repository of structured organic reaction records. The reactants are NC=1C=C(C=CC1OC)O (3-amino-4-methoxyphenol), [N+](=O)([O-])C=1C=C(C=CC1)S(=O)(=O)[O-].[Na+] (sodium m-nitrobenzene sulfonate). The solvent is OCC(O)CO (glycerol). Product: OC1=C2C=CC=NC2=C(C=C1)OC (5-hydroxy-8-methoxyquinoline). Reaction SMILES: [NH2:1][C:2]1[CH:3]=[C:4]([OH:10])[CH:5]=[CH:6][C:7]=1[O:8][CH3:9].[N+]([C:14]1[CH:15]=C(S([O-])(=O)=O)C=C[CH:19]=1)([O-])=O.[Na+]>OCC(CO)O>[OH:10][C:4]1[CH:5]=[CH:6][C:7]([O:8][CH3:9])=[C:2]2[C:3]=1[CH:19]=[CH:14][CH:15]=[N:1]2 |f:1.2|. Procedure: Following the same procedure as in Example 23-(a), reaction and treatment were carried out using 2.25 g of 3-amino-4-methoxyphenol, 3.7 ml of glycerol and sodium m-nitrobenzene sulfonate to obtain 180 mg of 5-hydroxy-8-methoxyquinoline. The reactants are Cl.NN=CC1=CC=C(CC2C(N(C(C2)=O)CC(=O)O)=O)C=C1 ({3-[4-(aminoiminomethyl)benzyl]-2,5-dioxopyrrolidin-1-yl}acetic acid hydrochloride), COC(C(N)CCC1=CC=CC=C1)=O (D,L-homophenylalanine methyl ester). The product is COC(C(NC(CN1C(C(CC1=O)CC1=CC=C(C=C1)C=NN)=O)=O)CCC1=CC=CC=C1)=O ({3-[4-(Aminoiminomethyl)benzyl]-2,5-dioxopyrrolidin-1-yl}acetyl-D,L-homophenylalanine methyl ester). As a reaction SMILES: Cl.[NH2:2][N:3]=[CH:4][C:5]1[CH:22]=[CH:21][C:8]([CH2:9][CH:10]2[CH2:14][C:13](=[O:15])[N:12]([CH2:16][C:17]([OH:19])=O)[C:11]2=[O:20])=[CH:7][CH:6]=1.[CH3:23][O:24][C:25](=[O:36])[CH:26]([CH2:28][CH2:29][C:30]1[CH:35]=[CH:34][CH:33]=[CH:32][CH:31]=1)[NH2:27]>>[CH3:23][O:24][C:25](=[O:36])[CH:26]([CH2:28][CH2:29][C:30]1[CH:35]=[CH:34][CH:33]=[CH:32][CH:31]=1)[NH:27][C:17](=[O:19])[CH2:16][N:12]1[C:13](=[O:15])[CH2:14][CH:10]([CH2:9][C:8]2[CH:7]=[CH:6][C:5]([CH:4]=[N:3][NH2:2])=[CH:22][CH:21]=2)[C:11]1=[O:20] |f:0.1|. Reported procedure: 403 mg of {3-[4-(aminoiminomethyl)benzyl]-2,5-dioxopyrrolidin-1-yl}acetic acid hydrochloride are coupled with 270 mg of D,L-homophenylalanine methyl ester by the process described above. After working up and chromatographic purification, 343 mg of {3-[4-(aminoiminomethyl)benzyl]-2,5-dioxopyrrolidin-1-yl}-acetyl-D,L-homophenylalanine methyl ester are obtained. Starting materials: CN(C)C=O, Cc1nocc1C(=O)O, O=C(Cl)C(=O)Cl, Nc1cnc(Cl)c(N)n1, c1ccncc1. The product is Cc1nocc1C(=O)Nc1cnc(Cl)c(N)n1. As a reaction SMILES: [CH3:16][N:17]([CH3:18])[CH:19]=[O:20].[CH3:7][c:8]1[n:9][o:10][cH:11][c:12]1[C:13](=[O:14])[OH:15].[Cl:1][C:2]([C:3]([Cl:4])=[O:5])=[O:6].[Cl:21][c:22]1[c:23]([NH2:29])[n:24][c:25]([NH2:28])[cH:26][n:27]1.[cH:30]1[cH:31][cH:32][n:33][cH:34][cH:35]1>>[CH3:7][c:8]1[n:9][o:10][cH:11][c:12]1[C:13](=[O:15])[NH:28][c:25]1[n:24][c:23]([NH2:29])[c:22]([Cl:21])[n:27][cH:26]1. Starting materials: C(CCC)[Li] (n-butyllithium), BrC1=C(C=C(C=C1)F)C (2-bromo-5-fluorotoluene), C(=O)=O (Dry ice). Solvent: C(C)OCC (diethyl ether). Conditions: temperature 0 celsius, time 5 minute. Product: FC1=CC(=C(C(=O)O)C=C1)C (4-fluoro-2-methylbenzoic acid). Yield: 0.1%. RXN SMILES: Br[C:2]1[CH:7]=[CH:6][C:5]([F:8])=[CH:4][C:3]=1[CH3:9].C([Li])CCC.[C:15](=[O:17])=[O:16]>C(OCC)C>[F:8][C:5]1[CH:6]=[CH:7][C:2]([C:15]([OH:17])=[O:16])=[C:3]([CH3:9])[CH:4]=1. Procedure: To a cooled (−78° C.) solution of 2-bromo-5-fluorotoluene (10.0 g, 52.9 mmol) in diethyl ether (100 mL) was added dropwise n-butyllithium (1.6 M in hexane, 21.2 mL, 52.9 mmol). The mixture was stirred for 5 min, and slowly warmed to 0° C. Dry ice (100 g, 2.27 mol) was slowly added to the mixture while stirring, and it was allowed to warm to rt over 16 h. The mixture was adjusted to pH=2, and extracted with ethyl acetate (3×20 mL). The organic phase was concentrated and the resulting yellow resid... Starting materials: Cl.Cl.CNC1=C(N)C=C(C=C1)OC (2-Methylamino-5-methoxyaniline dihydrochloride), C(C(=O)Cl)(=O)Cl (oxalyl chloride), [OH-].[Na+] (sodium hydroxide), O (water). Run in C=1(C(=CC=CC1)C)C (xylene). Yields the product CN1C(C(NC2=CC(=CC=C12)OC)=O)=O (1-Methyl-6-methoxy-1,4-dihydroquinoxalin-2,3-dione). As a reaction SMILES: Cl.Cl.[CH3:3][NH:4][C:5]1[CH:11]=[CH:10][C:9]([O:12][CH3:13])=[CH:8][C:6]=1[NH2:7].[OH-].[Na+].O.[C:17](Cl)(=[O:21])[C:18](Cl)=[O:19]>C1(C)C(C)=CC=CC=1>[CH3:3][N:4]1[C:5]2[C:6](=[CH:8][C:9]([O:12][CH3:13])=[CH:10][CH:11]=2)[NH:7][C:18](=[O:19])[C:17]1=[O:21] |f:0.1.2,3.4|. Procedure details: 2-Methylamino-5-methoxyaniline dihydrochloride (0.256 mol) is neutralized with sodium hydroxide (22 g., 0.5 mol) in 80 ml. of water. The free amine is extracted into 300 ml. of xylene, the solution dried over magnesium sulfate, and filtered. This solution is then added over 50 min. to a solution of oxalyl chloride (39 g., 0.307 mol) in 300 ml. of xylene held at 75°-90° C. After addition is complete, the resulting solution is heated to a bath temperature of 155° and then allowed to cool to room t... Reactants: COC(C=P(C1=CC=CC=C1)(C1=CC=CC=C1)C1=CC=CC=C1)=O (methyl(triphenylphosphoranylidene)acetate), CC=1N=C(SC1)NC1=NC=C(C=O)C=C1OC1=CC=CC=C1 (6-(4-methylthiazol-2-ylamino)-5-phenoxynicotinaldehyde), COC(C=P(C1=CC=CC=C1)(C1=CC=CC=C1)C1=CC=CC=C1)=O (methyl(triphenylphosphoranylidene)acetate). Solvent: C1CCOC1 (THF). Reaction conditions: time 4 hour. Yields the product CC=1N=C(SC1)NC1=C(C=C(C=N1)/C=C/C(=O)OC)OC1=CC=CC=C1 ((E)-methyl 3-(6-(4-methylthiazol-2-ylamino)-5-phenoxypyridin-3-yl)acrylate). Reaction SMILES: [CH3:1][C:2]1[N:3]=[C:4]([NH:7][C:8]2[C:15]([O:16][C:17]3[CH:22]=[CH:21][CH:20]=[CH:19][CH:18]=3)=[CH:14][C:11]([CH:12]=O)=[CH:10][N:9]=2)[S:5][CH:6]=1.[CH3:23][O:24][C:25](=[O:46])[CH:26]=P(C1C=CC=CC=1)(C1C=CC=CC=1)C1C=CC=CC=1>C1COCC1>[CH3:1][C:2]1[N:3]=[C:4]([NH:7][C:8]2[N:9]=[CH:10][C:11](/[CH:12]=[CH:26]/[C:25]([O:24][CH3:23])=[O:46])=[CH:14][C:15]=2[O:16][C:17]2[CH:22]=[CH:21][CH:20]=[CH:19][CH:18]=2)[S:5][CH:6]=1. Procedure: To a mixture of mL 6-(4-methylthiazol-2-ylamino)-5-phenoxynicotinaldehyde (311 mg, 1.00 mmol) and THF (10 mL) was added methyl(triphenylphosphoranylidene)acetate (500 mg, 1.5 mmol) and the reaction mixture was stirred at room temperature. After 4 hours, additional methyl(triphenylphosphoranylidene)acetate (500 mg, 1.5 mmol) was added and the reaction mixture was stirred overnight. Filtered, concentrated the filtrate, and purified by silica gel chromatography (1:1 EtOAc in hexanes) to afford (E)-...